From a dataset of the Open Reaction Database (ORD), a public repository of structured organic reaction records. describe an organic reaction: reactants, conditions, products, and yield Starting materials: C(=O)(OC(C)(C)C)N1CCC(CC1)CCI (2-(N-Boc-4-Piperidinyl)ethyl Iodide), BrC1=CC=C(C=C1)O (4-bromophenol), C(=O)([O-])[O-].[Cs+].[Cs+] (Cs2CO3). The solvent is CN(C)C=O (DMF), C(C)(=O)OCC (ethyl acetate). Run at time 18 hour. Yields the product EtOAc hexanes, BrC1=CC=C(C=C1)OCCC1CCN(CC1)C(=O)OC(C)(C)C (1 -Bromo-4-[2-(N-Boc-piperidin-4-yl)ethyloxy]benzene). Yield: 30.0%. RXN SMILES: [C:1]([N:8]1[CH2:13][CH2:12][CH:11]([CH2:14][CH2:15]I)[CH2:10][CH2:9]1)([O:3][C:4]([CH3:7])([CH3:6])[CH3:5])=[O:2].[Br:17][C:18]1[CH:23]=[CH:22][C:21]([OH:24])=[CH:20][CH:19]=1.C([O-])([O-])=O.[Cs+].[Cs+]>CN(C=O)C.C(OCC)(=O)C>[Br:17][C:18]1[CH:23]=[CH:22][C:21]([O:24][CH2:15][CH2:14][CH:11]2[CH2:12][CH2:13][N:8]([C:1]([O:3][C:4]([CH3:7])([CH3:6])[CH3:5])=[O:2])[CH2:9][CH2:10]2)=[CH:20][CH:19]=1 |f:2.3.4|. Procedure details: A mixture of 1-4 (6.45 g, 19.0 mmol), 4-bromophenol (3.29 g, 19 mmol), and Cs2CO3 (3.10 g, 9.5 mmol) in 50 mL of DMF was stirred at room temperature for 18 hr. The solution was then diluted with 200 mL ethyl acetate and washed with H2O (4×100 mL), then dried over Na2SO4, filtered and concentrated. Flash chromatography (silica, 30% EtOAc/hexanes) gave 36-1 as a white solid. Reactants: C(=O)C1=CC=C(S1)C=1SC=CC1 (5-Formyl-2,2'-bithiophene), O (water), C(C)(=O)OCC (ethyl acetate), ethyl-magnesium bromide Grignard reagent. Run in C1CCOC1 (THF). Reaction conditions: time 1 hour. The product is OC(CC)C1=CC=C(S1)C=1SC=CC1 (5-(1-hydroxypropyl)-2,2'-bithiophene). RXN SMILES: [CH:1]([C:3]1[S:7][C:6]([C:8]2[S:9][CH:10]=[CH:11][CH:12]=2)=[CH:5][CH:4]=1)=[O:2].O.[C:14](OCC)(=O)[CH3:15]>C1COCC1>[OH:2][CH:1]([C:3]1[S:7][C:6]([C:8]2[S:9][CH:10]=[CH:11][CH:12]=2)=[CH:5][CH:4]=1)[CH2:14][CH3:15]. Reported procedure: 5-Formyl-2,2'-bithiophene (3 g) was dissolved in THF (50 ml) and ethyl-magnesium bromide Grignard reagent (9.3 ml) was added dropwisely under nitrogen gas atmosphere in ice bath and stirred for 1 hour. The mixture was stirred for 1 hr. and then continuously stirred at room temperature. The reaction was monitored by thin layer chromatography. After the reaction was completed, water (30 ml) and ethyl acetate (200 ml) were added to the mixture and extracted and purified by column chromatography, el... Reactants: CCOCCOc1c(C=O)cccc1OC, Cc1nc2sc3ccccc3n2c(=O)c1-c1ccc(C(F)(F)F)cc1, CC[O-], CCO, [Na+]. Yields the product CCOCCOc1c(C=Cc2nc3sc4ccccc4n3c(=O)c2-c2ccc(C(F)(F)F)cc2)cccc1OC. RXN SMILES: [CH2:26]([CH3:27])[O:28][CH2:29][CH2:30][O:31][c:32]1[c:33]([CH:34]=[O:35])[cH:36][cH:37][cH:38][c:39]1[O:40][CH3:41].[CH3:1][c:2]1[n:3][c:4]2[s:5][c:6]3[c:7]([n:8]2[c:9](=[O:21])[c:10]1-[c:11]1[cH:12][cH:13][c:14]([C:17]([F:18])([F:19])[F:20])[cH:15][cH:16]1)[cH:22][cH:23][cH:24][cH:25]3.[CH3:43][CH2:44][O-:45].[CH3:46][CH2:47][OH:48].[Na+:42]>>[CH:1]([c:2]1[n:3][c:4]2[s:5][c:6]3[c:7]([n:8]2[c:9](=[O:21])[c:10]1-[c:11]1[cH:12][cH:13][c:14]([C:17]([F:18])([F:19])[F:20])[cH:15][cH:16]1)[cH:22][cH:23][cH:24][cH:25]3)=[CH:34][c:33]1[c:32]([O:31][CH2:30][CH2:29][O:28][CH2:26][CH3:27])[c:39]([O:40][CH3:41])[cH:38][cH:37][cH:36]1. Starting materials: [Cl-].[NH4+] (ammonium chloride), ClC=1C=C(C=CC1)C=1N=C(SC1C(=O)N)N1C=NC2=C1C=C(C(=C2)OC)OCCCO (4-(3-chloro-phenyl)-2-[6-(3-hydroxy-propoxy)-5-methoxy-benzoimidazol-1-yl]-thiazole-5-carboxylic acid amide), C(C)N(C(C)C)C(C)C (ethyldiisopropylamine), CS(=O)(=O)Cl (methanesulfonyl chloride). Run in O (water), CN(C=O)C (dimethylformamide). Reaction conditions: time 1 hour. Yields the product ClC=1C=C(C=CC1)C=1N=C(SC1C(=O)N)N1C=NC2=C1C=C(C(=C2)OC)OCCCN2CCOCC2 (4-(3-chloro-phenyl)-2-[5-methoxy-6-(3-morpholin-4-yl-propoxy)-benzoimidazol-1-yl]-thiazole 5-carboxylic acid amide). The yield is 26.5%. Reaction SMILES: [Cl:1][C:2]1[CH:3]=[C:4]([C:8]2[N:9]=[C:10]([N:16]3[C:20]4[CH:21]=[C:22]([O:27][CH2:28][CH2:29]CO)[C:23]([O:25][CH3:26])=[CH:24][C:19]=4[N:18]=[CH:17]3)[S:11][C:12]=2[C:13]([NH2:15])=[O:14])[CH:5]=[CH:6][CH:7]=1.[CH2:32]([N:34]([CH:38]([CH3:40])C)[CH:35](C)C)[CH3:33].CS(Cl)(=O)=[O:43].[Cl-].[NH4+]>O.CN(C)C=O>[Cl:1][C:2]1[CH:3]=[C:4]([C:8]2[N:9]=[C:10]([N:16]3[C:20]4[CH:21]=[C:22]([O:27][CH2:28][CH2:29][CH2:35][N:34]5[CH2:38][CH2:40][O:43][CH2:33][CH2:32]5)[C:23]([O:25][CH3:26])=[CH:24][C:19]=4[N:18]=[CH:17]3)[S:11][C:12]=2[C:13]([NH2:15])=[O:14])[CH:5]=[CH:6][CH:7]=1 |f:3.4|. Procedure details: To a mixture of 0.070 g (0.15 mmole) of 4-(3-chloro-phenyl)-2-[6-(3-hydroxy-propoxy)-5-methoxy-benzoimidazol-1-yl]-thiazole-5-carboxylic acid amide (I.42a), 0.039 g (0.30 mmole) of ethyldiisopropylamine and 3 mL of dimethylformamide at 0 degrees was added 0.021 g (0.18 mmole) of methanesulfonyl chloride. Stirring was continued for 1 hour and then 1 mL of saturated ammonium chloride solution was added. The mixture was poured into 25 mL of water and extracted three times with 20 mL of ethyl acetat...